From a dataset of the Open Reaction Database (ORD), a public repository of structured organic reaction records. describe an organic reaction: reactants, conditions, products, and yield Product: O=[N+]([O-])c1ccc(NCCc2cccnc2)cc1. RXN SMILES: [CH3:26][N:27]1[CH2:28][CH2:29][CH2:30][C:31]1=[O:32].[F:1][c:2]1[cH:3][cH:4][c:5]([N+:8](=[O:9])[O-:10])[cH:6][cH:7]1.[K+:20].[K+:21].[O-:22][C:23]([O-:24])=[O:25].[n:11]1[cH:12][c:13]([CH2:17][CH2:18][NH2:19])[cH:14][cH:15][cH:16]1>>[c:2]1([NH:19][CH2:18][CH2:17][c:13]2[cH:12][n:11][cH:16][cH:15][cH:14]2)[cH:3][cH:4][c:5]([N+:8](=[O:9])[O-:10])[cH:6][cH:7]1. The reactants are CN1CCCC1=O, O=[N+]([O-])c1ccc(F)cc1, [K+], [K+], O=C([O-])[O-], NCCc1cccnc1. The reactants are CCC(=O)Cl, C1CCOC1, CCOC(C)=O, CCN(C(C)C)C(C)C, Nc1cccc(-c2cnc3ccccc3n2)c1. Product: CCC(=O)Nc1cccc(-c2cnc3ccccc3n2)c1. RXN SMILES: [C:27]([CH2:28][CH3:29])(=[O:30])[Cl:31].[CH2:32]1[O:33][CH2:34][CH2:35][CH2:36]1.[CH3:37][CH2:38][O:39][C:40](=[O:41])[CH3:42].[CH:18]([N:19]([CH2:20][CH3:21])[CH:22]([CH3:23])[CH3:24])([CH3:25])[CH3:26].[n:1]1[c:2](-[c:11]2[cH:12][c:13]([NH2:17])[cH:14][cH:15][cH:16]2)[cH:3][n:4][c:5]2[cH:6][cH:7][cH:8][cH:9][c:10]12>>[n:1]1[c:2](-[c:11]2[cH:12][c:13]([NH:17][C:27]([CH2:28][CH3:29])=[O:30])[cH:14][cH:15][cH:16]2)[cH:3][n:4][c:5]2[cH:6][cH:7][cH:8][cH:9][c:10]12. Reactants: N[C@@H]1CC[C@H](CC1)NC(=O)C1=CNC2=C1N=CN=C2C2=C(C=C(C=C2)F)OCC2CC2 (trans-4-(2-cyclopropylmethoxy-4-fluoro-phenyl)-5H-pyrrolo[3,2-d]pyrimidine-7-carboxylic acid (4-amino-cyclohexyl)-amide), ClC(=O)[C@H](C)OC(C)=O (acetic acid (S)-1-chlorocarbonyl-ethyl ester). Yields the product O[C@H](C(=O)N[C@@H]1CC[C@H](CC1)NC(=O)C1=CNC2=C1N=CN=C2C2=C(C=C(C=C2)F)OCC2CC2)C (trans-4-(2-Cyclopropylmethoxy-4-fluoro-phenyl)-5H-pyrrolo[3,2-d]pyrimidine-7-carboxylic acid [4-((S)-2-hydroxy-propionylamino)-cyclohexyl]-amide). RXN SMILES: [NH2:1][C@H:2]1[CH2:7][CH2:6][C@H:5]([NH:8][C:9]([C:11]2[C:15]3[N:16]=[CH:17][N:18]=[C:19]([C:20]4[CH:25]=[CH:24][C:23]([F:26])=[CH:22][C:21]=4[O:27][CH2:28][CH:29]4[CH2:31][CH2:30]4)[C:14]=3[NH:13][CH:12]=2)=[O:10])[CH2:4][CH2:3]1.Cl[C:33]([C@@H:35]([O:37]C(=O)C)[CH3:36])=[O:34]>>[OH:37][C@@H:35]([CH3:36])[C:33]([NH:1][C@H:2]1[CH2:7][CH2:6][C@H:5]([NH:8][C:9]([C:11]2[C:15]3[N:16]=[CH:17][N:18]=[C:19]([C:20]4[CH:25]=[CH:24][C:23]([F:26])=[CH:22][C:21]=4[O:27][CH2:28][CH:29]4[CH2:30][CH2:31]4)[C:14]=3[NH:13][CH:12]=2)=[O:10])[CH2:4][CH2:3]1)=[O:34]. Reported procedure: Starting from trans-4-(2-cyclopropylmethoxy-4-fluoro-phenyl)-5H-pyrrolo[3,2-d]pyrimidine-7-carboxylic acid (4-amino-cyclohexyl)-amide (example A157) and acetic acid (S)-1-chlorocarbonyl-ethyl ester the title compound is obtained as colorless solid. Starting materials: C(C)(=O)OCC (ethyl acetate), C(O)([O-])=O.[Na+] (sodium hydrogencarbonate), ClC(=O)OCC1=CC=CC=C1 (benzyl chloroformate), OC=1C=C(C=CC1)N1CCNCC1 (1-(3-Hydroxyphenyl)piperazine). Run in O1CCCC1 (tetrahydrofuran). Run at time 14 hour. Product: OC=1C=C(C=CC1)N1CCN(CC1)C(=O)OCC1=CC=CC=C1 (benzyl 4-(3-hydroxyphenyl)piperazine-1-carboxylate). Reaction SMILES: [OH:1][C:2]1[CH:3]=[C:4]([N:8]2[CH2:13][CH2:12][NH:11][CH2:10][CH2:9]2)[CH:5]=[CH:6][CH:7]=1.C(=O)([O-])O.[Na+].Cl[C:20]([O:22][CH2:23][C:24]1[CH:29]=[CH:28][CH:27]=[CH:26][CH:25]=1)=[O:21].C(OCC)(=O)C>O1CCCC1>[OH:1][C:2]1[CH:3]=[C:4]([N:8]2[CH2:13][CH2:12][N:11]([C:20]([O:22][CH2:23][C:24]3[CH:29]=[CH:28][CH:27]=[CH:26][CH:25]=3)=[O:21])[CH2:10][CH2:9]2)[CH:5]=[CH:6][CH:7]=1 |f:1.2|. Procedure: 1-(3-Hydroxyphenyl)piperazine (200 mg) was dissolved in tetrahydrofuran (10 ml), the solution was added with saturated aqueous sodium hydrogencarbonate (10 ml) and benzyl chloroformate (176 μl) at room temperature, and the mixture was stirred for 14 hours. The reaction mixture was added with ethyl acetate for extraction, and the organic layer was dried over anhydrous magnesium sulfate, and filtered. The filtrate was concentrated under reduced pressure, and the resulting residue was purified by s... Reactants: C(C1=CC=CC=C1)OC1=CC=C(C=C1)OCCBr (1-benzyloxy-4-(2-bromoethoxy)benzene), N1=CNC2=C1C=CC=C2 (benzimidazole). Yields the product N1(C=NC2=C1C=CC=C2)CCOC2=CC=C(C=C2)O (4-[2-(1-benzimidazolyl)ethoxy]phenol). Reaction SMILES: C([O:8][C:9]1[CH:14]=[CH:13][C:12]([O:15][CH2:16][CH2:17]Br)=[CH:11][CH:10]=1)C1C=CC=CC=1.[N:19]1[C:23]2[CH:24]=[CH:25][CH:26]=[CH:27][C:22]=2[NH:21][CH:20]=1>>[N:19]1([CH2:17][CH2:16][O:15][C:12]2[CH:11]=[CH:10][C:9]([OH:8])=[CH:14][CH:13]=2)[C:23]2[CH:24]=[CH:25][CH:26]=[CH:27][C:22]=2[N:21]=[CH:20]1. Reported procedure: In a manner analogous to that described in Example 1(b), from 1-benzyloxy-4-(2-bromoethoxy)benzene and benzimidazole, 4-[2-(1-benzimidazolyl)ethoxy]phenol was obtained. The reactants are FC=1C=CC(=C(C1)S(=O)(=O)N(C)C)C (5-fluoro-N,N,2-trimethylbenzenesulfonamide), BrN1C(CCC1=O)=O (N-bromosuccinimide). Solvent: C(Cl)(Cl)(Cl)Cl (CCl4). Product: BrCC1=C(C=C(C=C1)F)S(=O)(=O)N(C)C (2-(bromomethyl)-5-fluoro-N,N-dimethylbenzenesulfonamide). RXN SMILES: [F:1][C:2]1[CH:3]=[CH:4][C:5]([CH3:14])=[C:6]([S:8]([N:11]([CH3:13])[CH3:12])(=[O:10])=[O:9])[CH:7]=1.[Br:15]N1C(=O)CCC1=O>C(Cl)(Cl)(Cl)Cl>[Br:15][CH2:14][C:5]1[CH:4]=[CH:3][C:2]([F:1])=[CH:7][C:6]=1[S:8]([N:11]([CH3:13])[CH3:12])(=[O:10])=[O:9]. Procedure details: A mixture of 5-fluoro-N,N,2-trimethylbenzenesulfonamide (5.20 g, 24.0 mmol) and N-bromosuccinimide (4.69 g, 26.4 mmol) in dry CCl4 (100 mL) was refluxed overnight under nitrogen. Cooled the reaction and filtered off the succinimide salts by vacuum filtration, washing with CCl4. The concentrated filtrate was dissolved in a minimal amount of ethyl acetate and purified on an Isco column (110 g silica) running a 0 to 20% EtOAc/Hexane gradient over 40 minutes. The collected fractions were concentrate... The reactants are CN(C1(CCC(CC1)CC(=O)NCCCC1=CNC2=CC=CC=C12)C1=CC=CC=C1)C (2-(4-Dimethylamino-4-phenylcyclohexyl)-N-[3-(1H-indol-3-yl)propyl]-acetamide), Cl[Si](C)(C)C (chlorotrimethylsilane). The solvent is CC(=O)CC (ethyl methyl ketone). Reaction conditions: time 3 hour. The product is Cl.CN(C1(CCC(CC1)CC(=O)NCCCC1=CNC2=CC=CC=C12)C1=CC=CC=C1)C (2-(4-Dimethylamino-4-phenylcyclohexyl)-N-[3-(1H-indol-3-yl)propyl]-acetamide hydrochloride). The yield is 65.0%. As a reaction SMILES: [CH3:1][N:2]([CH3:31])[C:3]1([C:25]2[CH:30]=[CH:29][CH:28]=[CH:27][CH:26]=2)[CH2:8][CH2:7][CH:6]([CH2:9][C:10]([NH:12][CH2:13][CH2:14][CH2:15][C:16]2[C:24]3[C:19](=[CH:20][CH:21]=[CH:22][CH:23]=3)[NH:18][CH:17]=2)=[O:11])[CH2:5][CH2:4]1.[Cl:32][Si](C)(C)C>CC(CC)=O>[ClH:32].[CH3:31][N:2]([CH3:1])[C:3]1([C:25]2[CH:30]=[CH:29][CH:28]=[CH:27][CH:26]=2)[CH2:8][CH2:7][CH:6]([CH2:9][C:10]([NH:12][CH2:13][CH2:14][CH2:15][C:16]2[C:24]3[C:19](=[CH:20][CH:21]=[CH:22][CH:23]=3)[NH:18][CH:17]=2)=[O:11])[CH2:5][CH2:4]1 |f:3.4|. Procedure details: 2-(4-Dimethylamino-4-phenylcyclohexyl)-N-[3-(1H-indol-3-yl)propyl]-acetamide (68 mg, 0.162 mmol) was dissolved in ethyl methyl ketone (5 ml), and chlorotrimethylsilane (0.033 ml, 0.245 mmol) was added. After 3 h it was possible to isolate the product as a colourless solid in a yield of 65% (54 mg) with an m.p. of 162-170° C.